From a dataset of the Open Reaction Database (ORD), a public repository of structured organic reaction records. describe an organic reaction: reactants, conditions, products, and yield Starting materials: NC[C@@H]1CN(CCO[C@H]1C1=CC(=C(C=C1)Cl)Cl)C(=O)OC(C)(C)C (tert-butyl (6R,7R)-6-(aminomethyl)-7-(3,4-dichlorophenyl)-1,4-oxazepane-4-carboxylate), N1(N=NN=C1)CC(=O)O (2-(1H-tetrazol-1-yl)acetic acid). Yields the product Cl.ClC=1C=C(C=CC1Cl)[C@H]1[C@@H](CNCCO1)CNC(CN1N=NN=C1)=O (N-{[(6S,7R)-7-(3,4-dichlorophenyl)-1,4-oxazepan-6-yl]methyl}-2-(1H-tetrazol-1-yl)acetamide monohydrochloride). Reaction SMILES: [NH2:1][CH2:2][C@H:3]1[C@H:9]([C:10]2[CH:15]=[CH:14][C:13]([Cl:16])=[C:12]([Cl:17])[CH:11]=2)[O:8][CH2:7][CH2:6][N:5](C(OC(C)(C)C)=O)[CH2:4]1.[N:25]1([CH2:30][C:31](O)=[O:32])[CH:29]=[N:28][N:27]=[N:26]1>>[ClH:16].[Cl:17][C:12]1[CH:11]=[C:10]([C@@H:9]2[O:8][CH2:7][CH2:6][NH:5][CH2:4][C@H:3]2[CH2:2][NH:1][C:31](=[O:32])[CH2:30][N:25]2[CH:29]=[N:28][N:27]=[N:26]2)[CH:15]=[CH:14][C:13]=1[Cl:16] |f:2.3|. Reported procedure: Using tert-butyl (6R,7R)-6-(aminomethyl)-7-(3,4-dichlorophenyl)-1,4-oxazepane-4-carboxylate and 2-(1H-tetrazol-1-yl)acetic acid, and by a method similar to that in Example 39, steps A and B, the title compound was obtained.